From a dataset of the Open Reaction Database (ORD), a public repository of structured organic reaction records. describe an organic reaction: reactants, conditions, products, and yield The reactants are C1=CN(C=N1)C(=O)N2C=CN=C2 (CDI), C1(CC1)N1C=C(C(C2=CC(=C(C(=C12)F)C1=CC(=NC(=C1)C)C)F)=O)C(=O)O (1-cyclopropyl-7-(2, 6-dimethyl-4-pyridinyl )-6, 8-difluoro-1,4-dihydro-4-oxo-3-quinolinecarboxylic acid). Solvent: C(C)O (ethanol), C(C)O (ethanol), CN(C)C=O (DMF). Conditions: temperature 25 celsius. The product is C1(CC1)N1C=C(C(C2=CC(=C(C(=C12)F)C1=CC(=NC(=C1)C)C)F)=O)C(=O)OCC (ethyl 1-cyclopropyl-7-(2,6-dimethyl-4-pyridinyl)-6,8-difluoro-1,4-dihydro-4-oxo-3-quinolinecarboxylate). As a reaction SMILES: [CH:1]1N=CN(C(N2C=NC=C2)=O)[CH:2]=1.[CH:13]1([N:16]2[C:25]3[C:20](=[CH:21][C:22]([F:35])=[C:23]([C:27]4[CH:32]=[C:31]([CH3:33])[N:30]=[C:29]([CH3:34])[CH:28]=4)[C:24]=3[F:26])[C:19](=[O:36])[C:18]([C:37]([OH:39])=[O:38])=[CH:17]2)[CH2:15][CH2:14]1>CN(C=O)C.C(O)C>[CH:13]1([N:16]2[C:25]3[C:20](=[CH:21][C:22]([F:35])=[C:23]([C:27]4[CH:32]=[C:31]([CH3:33])[N:30]=[C:29]([CH3:34])[CH:28]=4)[C:24]=3[F:26])[C:19](=[O:36])[C:18]([C:37]([O:39][CH2:1][CH3:2])=[O:38])=[CH:17]2)[CH2:15][CH2:14]1. Procedure: 1,1'-Carbonyldiimidiazole (CDI) (3.9 g, 0.024 mol) was added to a suspension of (6.0 g, 0.016 mol) 1-cyclopropyl-7-(2, 6-dimethyl-4-pyridinyl )-6, 8-difluoro-1,4-dihydro-4-oxo-3-quinolinecarboxylic acid, described in U.S. Pat. No. 5,075,319, and incorporated herein by reference, in DMF (40 mL) and the mixture was stirred at 100° C. for 2 hr under a N2 atmosphere. The resulting solution was cooled to 25° C., diluted with and 60 mL ethanol and heated at reflux 17 h. Removal of the solvents in vacu... Reactants: CCOC(=O)C=O, Cc1ccccc1, Cc1cc(F)ccc1N. The product is CCOC(=O)CNc1ccc(F)cc1C. As a reaction SMILES: [C:1]([CH:2]=[O:3])(=[O:4])[O:5][CH2:6][CH3:7].[CH3:17][c:18]1[cH:19][cH:20][cH:21][cH:22][cH:23]1.[F:8][c:9]1[cH:10][c:11]([CH3:16])[c:12]([NH2:13])[cH:14][cH:15]1>>[C:1]([CH2:2][NH:13][c:12]1[c:11]([CH3:16])[cH:10][c:9]([F:8])[cH:15][cH:14]1)(=[O:4])[O:5][CH2:6][CH3:7]. Reaction SMILES: [NH2:1][C:2]1[S:3][C:4]([C:17]2[CH:22]=[CH:21][CH:20]=[C:19]([F:23])[CH:18]=2)=[C:5]([C:7]([N:9]2[C@H:14]([CH2:15][NH2:16])[CH2:13][C@H:12]3[C@@H:10]2[CH2:11]3)=[O:8])[N:6]=1.[CH3:24][C:25]1[C:29]([C:30](O)=[O:31])=[C:28]([C:33]([F:36])([F:35])[F:34])[O:27][N:26]=1>>[NH2:1][C:2]1[S:3][C:4]([C:17]2[CH:22]=[CH:21][CH:20]=[C:19]([F:23])[CH:18]=2)=[C:5]([C:7]([N:9]2[C@H:14]([CH2:15][NH:16][C:30]([C:29]3[C:25]([CH3:24])=[N:26][O:27][C:28]=3[C:33]([F:36])([F:34])[F:35])=[O:31])[CH2:13][C@H:12]3[C@@H:10]2[CH2:11]3)=[O:8])[N:6]=1. Starting materials: NC=1SC(=C(N1)C(=O)N1[C@H]2C[C@H]2C[C@H]1CN)C1=CC(=CC=C1)F ([2-amino-5-(3-fluoro-phenyl)-thiazol-4-yl]-((1S,3S,5S)-3-aminomethyl-2-aza-bicyclo[3.1.0]hex-2-yl)-methanone), CC1=NOC(=C1C(=O)O)C(F)(F)F (3-methyl-5-trifluoromethyl-isoxazole-4-carboxylic acid). Procedure details: prepared by reaction of [2-amino-5-(3-fluoro-phenyl)-thiazol-4-yl]-((1S,3S,5S)-3-aminomethyl-2-aza-bicyclo[3.1.0]hex-2-yl)-methanone with 3-methyl-5-trifluoromethyl-isoxazole-4-carboxylic acid. LC-MS (basic): tR=0.85 min; [M+H]+=510.2. Product: NC=1SC(=C(N1)C(=O)N1[C@H]2C[C@H]2C[C@H]1CNC(=O)C=1C(=NOC1C(F)(F)F)C)C1=CC(=CC=C1)F (3-methyl-5-trifluoromethyl-isoxazole-4-carboxylic acid {(1S,3S,5S)-2-[2-amino-5-(3-fluoro-phenyl)-thiazole-4-carbonyl]-2-aza-bicyclo[3.1.0]hex-3-ylmethyl}-amide). The reactants are ClC1=CC=C(CNC(=O)C=2C=NC3=C(C=C(C=C3C2O)CC2CCOCC2)I)C=C1 (N-(4-chlorobenzyl)-4-hydroxy-8-iodo-6-(tetrahydro-2H-pyran-4-ylmethyl)-3-quinolinecarboxamide), C(CC#C)O (3-butyn-1-ol). Reagents/catalysts: Cl[Pd]([P](C1=CC=CC=C1)(C2=CC=CC=C2)C3=CC=CC=C3)([P](C4=CC=CC=C4)(C5=CC=CC=C5)C6=CC=CC=C6)Cl (PdCl2(PPh3)2), [Cu]I (CuI). Run in N(CC)CC (Et2NH). Product: ClC1=CC=C(CNC(=O)C2=CN3C4=C(C=C(C=C4C2=O)CC2CCOCC2)C=C3CCO)C=C1 (N-(4-chlorobenzyl)-2-(2-hydroxyethyl)-6-oxo-8-(tetrahydro-2H-pyran-4-ylmethyl)-6H-pyrrolo[3,2,1-ij]quinoline-5-carboxamide). Yield: 71.0%. As a reaction SMILES: [Cl:1][C:2]1[CH:30]=[CH:29][C:5]([CH2:6][NH:7][C:8]([C:10]2[CH:11]=[N:12][C:13]3[C:18]([C:19]=2[OH:20])=[CH:17][C:16]([CH2:21][CH:22]2[CH2:27][CH2:26][O:25][CH2:24][CH2:23]2)=[CH:15][C:14]=3I)=[O:9])=[CH:4][CH:3]=1.[CH2:31]([OH:35])[CH2:32][C:33]#[CH:34]>N(CC)CC.Cl[Pd](Cl)([P](C1C=CC=CC=1)(C1C=CC=CC=1)C1C=CC=CC=1)[P](C1C=CC=CC=1)(C1C=CC=CC=1)C1C=CC=CC=1.[Cu]I>[Cl:1][C:2]1[CH:30]=[CH:29][C:5]([CH2:6][NH:7][C:8]([C:10]2[C:19](=[O:20])[C:18]3[C:13]4=[C:14]([CH:34]=[C:33]([CH2:32][CH2:31][OH:35])[N:12]4[CH:11]=2)[CH:15]=[C:16]([CH2:21][CH:22]2[CH2:27][CH2:26][O:25][CH2:24][CH2:23]2)[CH:17]=3)=[O:9])=[CH:4][CH:3]=1 |^1:43,62|. Reported procedure: A solution of N-(4-chlorobenzyl)-4-hydroxy-8-iodo-6-(tetrahydro-2H-pyran-4-ylmethyl)-3-quinolinecarboxamide (0.16 g), PdCl2(PPh3)2, CuI (0.018 g) and 3-butyn-1-ol (0.03 mL) in 15 mL Et2NH is stirred at room temperature for 7 days. The solid in the reaction is filtered and rinsed with EtOAc. The filtrate is partitioned between EtOAc and H2O. The aqueous layer is extracted with EtOAc (3×). The organic layers and the solid previously filtered are combined, concentrated, adsorbed onto silica and chr... RXN SMILES: I[C:2]1[C:3]([NH2:8])=[N:4][CH:5]=[CH:6][CH:7]=1.[CH3:9][Si:10]([C:13]#[CH:14])([CH3:12])[CH3:11].C(N(CC)C(C)C)(C)C.CN1CCCC1=O>[Cu]I.C1C=CC([P]([Pd]([P](C2C=CC=CC=2)(C2C=CC=CC=2)C2C=CC=CC=2)([P](C2C=CC=CC=2)(C2C=CC=CC=2)C2C=CC=CC=2)[P](C2C=CC=CC=2)(C2C=CC=CC=2)C2C=CC=CC=2)(C2C=CC=CC=2)C2C=CC=CC=2)=CC=1.O>[CH3:9][Si:10]([C:13]#[C:14][C:2]1[C:3]([NH2:8])=[N:4][CH:5]=[CH:6][CH:7]=1)([CH3:12])[CH3:11] |^1:36,38,57,76|. Product: C[Si](C)(C)C#CC=1C(=NC=CC1)N (3-Trimethylsilanylethynyl-pyridin-2-ylamine). Conditions: time 10 minute. Reagents/catalysts: [Cu]I (copper (I) iodide), C=1C=CC(=CC1)[P](C=2C=CC=CC2)(C=3C=CC=CC3)[Pd]([P](C=4C=CC=CC4)(C=5C=CC=CC5)C=6C=CC=CC6)([P](C=7C=CC=CC7)(C=8C=CC=CC8)C=9C=CC=CC9)[P](C=1C=CC=CC1)(C=1C=CC=CC1)C=1C=CC=CC1 (tetrakis(triphenylphosphine)palladium). Solvent: O (Water). Isolated yield 80.7%. The reactants are IC=1C(=NC=CC1)N (3-iodopyridin-2-ylamine), CN1C(CCC1)=O (N-methylpyrrolidinone), C[Si](C)(C)C#C (trimethylsilylacetylene), C(C)(C)N(C(C)C)CC (N,N-diisopropylethylamine). Reported procedure: To a mixture of 3-iodopyridin-2-ylamine (40.2 g, 183 mmol) described in Manufacturing Example 1-2-1, trimethylsilylacetylene (51.7 mL, 366 mmol), copper (I) iodide (3.49 g, 18.3 mmol), N,N-diisopropylethylamine (63.7 mL, 366 mmol) and N-methylpyrrolidinone (200 mL) was added tetrakis(triphenylphosphine)palladium (0) (10.6 g, 9.15 mmol) under nitrogen atmosphere, which was stirred for 3 hours and 10 minutes at room temperature. Water was added to the reaction solution, which was then extracted wi...